From a dataset of the Open Reaction Database (ORD), a public repository of structured organic reaction records. describe an organic reaction: reactants, conditions, products, and yield The reactants are C(Cl)(Cl)Cl (Chloroform), CN(C)C=C1CN(C2=CC=C(C=C2C1=O)[N+](=O)[O-])C(CC)=O (3-dimethylaminomethylene-6-nitro-4-oxo-1-propionyl-1,2,3,4-tetrahydroquinoline), O.NN (hydrazine hydrate), C(C)(=O)O (acetic acid), C(C)(=O)O (acetic acid). Solvent: CO (methanol). Conditions: time 8 hour. Yields the product [N+](=O)([O-])C1=CC=2C3=C(CN(C2C=C1)C(CC)=O)C=NN3 (4,5-dihydro-8-nitro-5-propionyl-1H-pyrazolo[4,3-c]quinoline). The yield is 93.0%. As a reaction SMILES: C(Cl)(Cl)Cl.C[N:6]([CH:8]=[C:9]1[C:18](=O)[C:17]2[C:12](=[CH:13][CH:14]=[C:15]([N+:20]([O-:22])=[O:21])[CH:16]=2)[N:11]([C:23](=[O:26])[CH2:24][CH3:25])[CH2:10]1)C.O.[NH2:28]N.C(O)(=O)C>CO>[N+:20]([C:15]1[CH:14]=[CH:13][C:12]2[N:11]([C:23](=[O:26])[CH2:24][CH3:25])[CH2:10][C:9]3[CH:8]=[N:6][NH:28][C:18]=3[C:17]=2[CH:16]=1)([O-:22])=[O:21] |f:2.3|. Procedure: Chloroform (50 ml) was added to a mixture of 3-dimethylaminomethylene-6-nitro-4-oxo-1-propionyl-1,2,3,4-tetrahydroquinoline (3.03 g), hydrazine hydrate (0.6 g), and acetic acid (0.78 g) in methanol (50 ml) and stirred at room temperature for 8 hours. To the mixture was added acetic acid (2 ml) and evaporated in vacuo. The residual solid was washed with water, dried, and recrystallized from a mixture of chloroform and methanol to give 4,5-dihydro-8-nitro-5-propionyl-1H-pyrazolo[4,3-c]quinoline (2... Starting materials: N1C=NC(=C1)C1=NC=CC(=C1)C#N (2-(1H-imidazol-4-yl)pyridine-4-carbonitrile), Cl.ClCCC1=NC=CC=C1 (2-(chloroethyl)pyridine hydrogen chloride). Yields the product N1=C(C=CC=C1)CN1C=NC(=C1)C1=NC=CC(=C1)C#N (2-[1-(pyridin-2-ylmethyl)-1H-imidazol-4-yl]pyridine-4-carbonitrile). As a reaction SMILES: [NH:1]1[CH:5]=[C:4]([C:6]2[CH:11]=[C:10]([C:12]#[N:13])[CH:9]=[CH:8][N:7]=2)[N:3]=[CH:2]1.Cl.ClC[CH2:17][C:18]1[CH:23]=[CH:22][CH:21]=[CH:20][N:19]=1>>[N:19]1[CH:20]=[CH:21][CH:22]=[CH:23][C:18]=1[CH2:17][N:1]1[CH:5]=[C:4]([C:6]2[CH:11]=[C:10]([C:12]#[N:13])[CH:9]=[CH:8][N:7]=2)[N:3]=[CH:2]1 |f:1.2|. Procedure: The title compound was prepared from 2-(1H-imidazol-4-yl)pyridine-4-carbonitrile and 2-(chloroethyl)pyridine hydrogen chloride according to the procedure for the preparation of Example 43, part A. [M+H] Calc'd for C15H11N5, 262. Found, 262. The product is CN1CCN(c2nc3ccccc3n2C2CCN(CC3CCC3)CC2)CC1. RXN SMILES: [Br:29][CH2:30][CH:31]1[CH2:32][CH2:33][CH2:34]1.[CH3:1][N:2]1[CH2:3][CH2:4][N:5]([c:8]2[n:9][c:10]3[c:11]([n:12]2[CH:13]2[CH2:14][CH2:15][NH:16][CH2:17][CH2:18]2)[cH:19][cH:20][cH:21][cH:22]3)[CH2:6][CH2:7]1.[K+:23].[K+:24].[O-:25][C:26]([O-:27])=[O:28].[O:36]=[CH:37][N:38]([CH3:39])[CH3:40].[OH2:35]>>[CH3:1][N:2]1[CH2:3][CH2:4][N:5]([c:8]2[n:9][c:10]3[c:11]([n:12]2[CH:13]2[CH2:14][CH2:15][N:16]([CH2:30][CH:31]4[CH2:32][CH2:33][CH2:34]4)[CH2:17][CH2:18]2)[cH:19][cH:20][cH:21][cH:22]3)[CH2:6][CH2:7]1. Reactants: BrCC1CCC1, CN1CCN(c2nc3ccccc3n2C2CCNCC2)CC1, [K+], [K+], O=C([O-])[O-], CN(C)C=O, O. The reactants are IC=1C=C(C=CC1)C=1N=CN(C1C1=CC2=C(N=CN=C2S(=O)(=O)C)S1)C (6-[4-(3-Iodophenyl)-1-methyl-1H-imidazol-5-yl]-4-(methylsulfonyl)thieno[2,3-d]pyrimidine), solid, IC=1C=C(C=CC1)C=1N=CN(C1C1=CC2=C(N=CN=C2S(=O)(=O)C)S1)C (6-[4-(3-Iodophenyl)-1-methyl-1H-imidazol-5-yl]-4-(methylsulfonyl)thieno[2,3-d]pyrimidine), CN1C=NC(=C1C1=CC2=C(N=CN=C2S(=O)(=O)C)S1)C1=CC=CC=C1 (6-(1-Methyl-4-phenyl-1H-imidazol-5-yl)-4-(methylsulfonyl)thieno[2,3-d]pyrimidine). Product: IC=1C=C(C=CC1)C=1N=CN(C1C1=CC2=C(N=CN=C2N)S1)C (6-[4-(3-Iodophenyl)-1-methyl-1H-imidazol-5-yl]thieno[2,3-d]pyrimidin-4-amine). As a reaction SMILES: [I:1][C:2]1[CH:3]=[C:4]([C:8]2[N:9]=[CH:10][N:11]([CH3:26])[C:12]=2[C:13]2[S:25][C:16]3[N:17]=[CH:18][N:19]=[C:20](S(C)(=O)=O)[C:15]=3[CH:14]=2)[CH:5]=[CH:6][CH:7]=1.C[N:28]1C(C2SC3N=CN=C(S(C)(=O)=O)C=3C=2)=C(C2C=CC=CC=2)N=C1>>[I:1][C:2]1[CH:3]=[C:4]([C:8]2[N:9]=[CH:10][N:11]([CH3:26])[C:12]=2[C:13]2[S:25][C:16]3[N:17]=[CH:18][N:19]=[C:20]([NH2:28])[C:15]=3[CH:14]=2)[CH:5]=[CH:6][CH:7]=1. Reported procedure: The title compound was prepared by a similar process to that described for Example 8 but using 6-[4-(3-Iodophenyl)-1-methyl-1H-imidazol-5-yl]-4-(methylsulfonyl)thieno[2,3-d]pyrimidine (Intermediate 55) in place of 6-(1-methyl-4-phenyl-1H-imidazol-5-yl)-4-(methylsulfonyl)thieno[2,3-d]pyrimidine (intermediate 17). White solid (136 mg, 78%); Reactants: CI (methyl iodide), FC(OC=C(C(=O)NCCC1=CC(=C(C=C1)OC)OC)C1=CC=2CCCCC2C=C1)F (3-difluoromethoxy-N-[2-(3,4-dimethoxyphenyl)ethyl]-2-(5,6,7,8-tetrahydronaphthalen-2-yl)acrylamide), CN(C=O)C (N,N-dimethylformamide), [H-].[Na+] (sodium hydride). The solvent is O (Water). Run at temperature 0 celsius, time 30 minute. The product is FC(OC=C(C(=O)N(C)CCC1=CC(=C(C=C1)OC)OC)C1=CC=2CCCCC2C=C1)F (3-difluoromethoxy-N-[2-(3,4-dimethoxyphenyl)ethyl]-N-methyl-2-(5,6,7,8-tetrahydronaphthalen-2-yl)acrylamide). As a reaction SMILES: [F:1][CH:2]([F:31])[O:3][CH:4]=[C:5]([C:21]1[CH:30]=[CH:29][C:28]2[CH2:27][CH2:26][CH2:25][CH2:24][C:23]=2[CH:22]=1)[C:6]([NH:8][CH2:9][CH2:10][C:11]1[CH:16]=[CH:15][C:14]([O:17][CH3:18])=[C:13]([O:19][CH3:20])[CH:12]=1)=[O:7].[CH3:32]N(C)C=O.[H-].[Na+].CI>O>[F:1][CH:2]([F:31])[O:3][CH:4]=[C:5]([C:21]1[CH:30]=[CH:29][C:28]2[CH2:27][CH2:26][CH2:25][CH2:24][C:23]=2[CH:22]=1)[C:6]([N:8]([CH2:9][CH2:10][C:11]1[CH:16]=[CH:15][C:14]([O:17][CH3:18])=[C:13]([O:19][CH3:20])[CH:12]=1)[CH3:32])=[O:7] |f:2.3|. Reported procedure: Five hundred milligrams (500 mg) of 3-difluoromethoxy-N-[2-(3,4-dimethoxyphenyl)ethyl]-2-(5,6,7,8-tetrahydronaphthalen-2-yl)acrylamide (1.16 mmol) and 5 ml of anhydrous N,N-dimethylformamide were mixed and cooled, and then 49 mg (1.22 mmol) of 60% sodium hydride was added thereto and stirred at 0° C. for 30 minutes. To the mixture, 164 mg (1.16 mmol) of methyl iodide was added and stirred at 0° C. for 30 minutes and then at room temperature for 2 hours. Water was added to the reaction mixture, w...